From a dataset of the Open Reaction Database (ORD), a public repository of structured organic reaction records. describe an organic reaction: reactants, conditions, products, and yield Starting materials: COC(=O)C1CCCN1, O=S(=O)(Cl)c1cc(Cl)cc(Cl)c1, Cl, O, c1ccncc1. Product: COC(=O)C1CCCN1S(=O)(=O)c1cc(Cl)cc(Cl)c1. Reaction SMILES: [CH3:2][O:3][C:4]([CH:5]1[NH:6][CH2:7][CH2:8][CH2:9]1)=[O:10].[Cl:11][c:12]1[cH:13][c:14]([S:19](=[O:20])(=[O:21])[Cl:22])[cH:15][c:16]([Cl:18])[cH:17]1.[ClH:1].[OH2:29].[cH:23]1[cH:24][cH:25][n:26][cH:27][cH:28]1>>[CH3:2][O:3][C:4]([CH:5]1[N:6]([S:19]([c:14]2[cH:13][c:12]([Cl:11])[cH:17][c:16]([Cl:18])[cH:15]2)(=[O:20])=[O:21])[CH2:7][CH2:8][CH2:9]1)=[O:10].